Dataset: the Open Reaction Database (ORD), a public repository of structured organic reaction records. Task: describe an organic reaction: reactants, conditions, products, and yield Reactants: C(=O)O (formic acid), ClC1=C(C(=CC=C1)Cl)C1=NOC(=C1COC1CCN(CC1)C1=CC=C2C(=CN(C2=C1)C)C(=O)OC(C)(C)C)C1CC1 (tert-butyl 6-(4-{[3-(2,6-dichlorophenyl)-5-cyclopropylisoxazol-4-yl]methoxy}piperidyl)-1-methylindole-3-carboxylate). Solvent: O (water), O (water), O (water). Reaction conditions: temperature 25 celsius, time 48 hour. Product: C1(CC1)C1=C(C(=NO1)C1=C(C=CC=C1Cl)Cl)COC1CCN(CC1)C1=CC=C2C(=CN(C2=C1)C)C(=O)O (6-{4-[5-Cyclopropyl-3-(2,6-dichloro-phenyl)-isoxazol-4-ylmethoxy]-piperidin-1-yl}-1-methyl-1H-indole-3-carboxylic acid). The yield is 73.0%. As a reaction SMILES: C(O)=O.[Cl:4][C:5]1[CH:10]=[CH:9][CH:8]=[C:7]([Cl:11])[C:6]=1[C:12]1[C:16]([CH2:17][O:18][CH:19]2[CH2:24][CH2:23][N:22]([C:25]3[CH:33]=[C:32]4[C:28]([C:29]([C:35]([O:37]C(C)(C)C)=[O:36])=[CH:30][N:31]4[CH3:34])=[CH:27][CH:26]=3)[CH2:21][CH2:20]2)=[C:15]([CH:42]2[CH2:44][CH2:43]2)[O:14][N:13]=1>O>[CH:42]1([C:15]2[O:14][N:13]=[C:12]([C:6]3[C:5]([Cl:4])=[CH:10][CH:9]=[CH:8][C:7]=3[Cl:11])[C:16]=2[CH2:17][O:18][CH:19]2[CH2:24][CH2:23][N:22]([C:25]3[CH:33]=[C:32]4[C:28]([C:29]([C:35]([OH:37])=[O:36])=[CH:30][N:31]4[CH3:34])=[CH:27][CH:26]=3)[CH2:21][CH2:20]2)[CH2:43][CH2:44]1. Reported procedure: To formic acid (116.5 Kg), add tert-butyl 6-(4-{[3-(2,6-dichlorophenyl)-5-cyclopropylisoxazol-4-yl]methoxy}piperidyl)-1-methylindole-3-carboxylate (19.102 Kg, 34.45 mol) under a nitrogen atmosphere. Stir the mixture at 20-30° C. for 24-72 hours. Follow by HPLC until no starting material is observed. Add water (286.5 Kg) and stir for at least 1 hour. Add water (133.7 Kg) and stir for at least 30 minutes, repeat with a further addition of water (133.7 Kg) with stirring for at least 30 minutes. Col... The reactants are BrC=1C=C(C(=NC1)NC=1SC=C(N1)CC/C(=N/O)/N)OC1=CC=CC=C1 ((Z)-3-(2-(5-bromo-3-phenoxypyridin-2-ylamino)thiazol-4-yl)-N′-hydroxypropanamidine), C(=O)([O-])[O-].[K+].[K+] (K2CO3), C(C)(=O)Cl (acetyl chloride). The solvent is CC(=O)C (acetone), CC(=O)C (acetone). The product is C(C)(=O)O\N=C(\CCC=1N=C(SC1)NC1=NC=C(C=C1OC1=CC=CC=C1)Br)/N ((Z)—N′-acetoxy-3-(2-(5-bromo-3-phenoxypyridin-2-ylamino)thiazol-4-yl)propanimidamide). Isolated yield 93.6%. RXN SMILES: [Br:1][C:2]1[CH:3]=[C:4]([O:20][C:21]2[CH:26]=[CH:25][CH:24]=[CH:23][CH:22]=2)[C:5]([NH:8][C:9]2[S:10][CH:11]=[C:12]([CH2:14][CH2:15]/[C:16](/[NH2:19])=[N:17]/[OH:18])[N:13]=2)=[N:6][CH:7]=1.C([O-])([O-])=O.[K+].[K+].[C:33](Cl)(=[O:35])[CH3:34]>CC(C)=O>[C:33]([O:18]/[N:17]=[C:16](\[NH2:19])/[CH2:15][CH2:14][C:12]1[N:13]=[C:9]([NH:8][C:5]2[C:4]([O:20][C:21]3[CH:26]=[CH:25][CH:24]=[CH:23][CH:22]=3)=[CH:3][C:2]([Br:1])=[CH:7][N:6]=2)[S:10][CH:11]=1)(=[O:35])[CH3:34] |f:1.2.3|. Reported procedure: To a suspension of (Z)-3-(2-(5-bromo-3-phenoxypyridin-2-ylamino)thiazol-4-yl)-N′-hydroxypropanamidine (0.200 g, 0.460 mmol) and K2CO3 (0.070 g, 0.506 mmol) in acetone (5 mL), cooled in an ice bath, was added a solution of acetyl chloride (0.032 mL, 0.460 mmol) in 3 mL acetone and the mixture was allowed to slowly warm to ambient temperature. The reaction was concentrated to dryness, dissolved in CH2Cl2 and washed with water, dried over Na2SO4, and concentrated to give the title compound (0.205 g... Reactants: [Si](C)(C)(C(C)(C)C)Cl (tert-butyldimethylsilyl chloride), [Si](C)(C)(C(C)(C)C)Cl (tert-butyldimethylsilyl chloride), OC1=CC=C(C=C1)CC(C)=O (4-hydroxyphenylacetone), N1C=NC=C1 (imidazole). The solvent is CN(C)C=O (DMF), CN(C)C=O (DMF). Run at time 0.75 hour. Product: [Si](C)(C)(C(C)(C)C)OC1=CC=C(C=C1)CC(=O)C (1-(4-{[tert-Butyl(dimethyl)silyl]oxy}phenyl)acetone). The yield is 79.5%. As a reaction SMILES: [Si:1](Cl)([C:4]([CH3:7])([CH3:6])[CH3:5])([CH3:3])[CH3:2].[OH:9][C:10]1[CH:15]=[CH:14][C:13]([CH2:16][C:17](=[O:19])[CH3:18])=[CH:12][CH:11]=1.N1C=CN=C1>CN(C=O)C>[Si:1]([O:9][C:10]1[CH:11]=[CH:12][C:13]([CH2:16][C:17]([CH3:18])=[O:19])=[CH:14][CH:15]=1)([C:4]([CH3:7])([CH3:6])[CH3:5])([CH3:3])[CH3:2]. Procedure details: A solution of tert-butyldimethylsilyl chloride (13.6 g) in DMF (50 ml) was added dropwise to stirred solution of 4-hydroxyphenylacetone (12.5 g) and imidazole (9.0 g) in DMF (150 ml) at 20° under N2. After 0.67 h additional tert-butyldimethylsilyl chloride (4.7 g) was added and the reaction stirred for 0.75 h. The reaction mixture was concentrated in vacuo and the residue partitioneed between Et2O and water. The organic phase was washed with water, brine, dried (MgSO4) and evaporated to dryness.... The reactants are crude product, FC(C(C(=O)O)O)(F)F (3,3,3-trifluoro-2-hydroxypropionic acid), S(O)(O)(=O)=O (sulfuric acid), C(C)O (ethanol). Run at time 43 hour. The product is FC(C(C(=O)OCC)O)(F)F (ethyl 3,3,3-trifluoro-2-hydroxypropionate), formula 8. The yield is 68.0%. Reaction SMILES: [F:1][C:2]([F:9])([F:8])[CH:3]([OH:7])[C:4]([OH:6])=[O:5].S(=O)(=O)(O)O.[CH2:15](O)[CH3:16]>>[F:1][C:2]([F:9])([F:8])[CH:3]([OH:7])[C:4]([O:6][CH2:15][CH3:16])=[O:5]. Reported procedure: The step (b) of the present invention was conducted as follows. At first, 2.84 g of the crude product obtained by Example 1 (containing 16.07 mmol (1.00 eq.) of 3,3,3-trifluoro-2-hydroxypropionic acid) and 19.6 mg (0.20 mmol, 0.01 eq.) of 98% sulfuric acid were added to 20 ml of ethanol, followed by stirring for 43 hr with heating under reflux. The resulting reaction liquid itself was subjected to a vacuum distillation (52° C./3,500 Pa), thereby obtaining 1.87 g of white, needle-like crystals of... Reactants: C1CCOC1, CC1C(=O)N(c2ccccc2)c2ncccc21, ClCCl, Cl, Cc1ccc(S(=O)(=O)N(F)CC(C)(C)C)cc1, [H-], [Na+]. Product: CC1(F)C(=O)N(c2ccccc2)c2ncccc21. Reaction SMILES: [CH2:38]1[O:39][CH2:40][CH2:41][CH2:42]1.[CH3:1][CH:2]1[C:3](=[O:17])[N:4]([c:11]2[cH:12][cH:13][cH:14][cH:15][cH:16]2)[c:5]2[n:6][cH:7][cH:8][cH:9][c:10]21.[Cl:43][CH2:44][Cl:45].[ClH:37].[F:20][N:21]([CH2:22][C:23]([CH3:24])([CH3:25])[CH3:26])[S:27]([c:28]1[cH:29][cH:30][c:31]([CH3:32])[cH:33][cH:34]1)(=[O:35])=[O:36].[H-:18].[Na+:19]>>[CH3:1][C:2]1([F:20])[C:3](=[O:17])[N:4]([c:11]2[cH:12][cH:13][cH:14][cH:15][cH:16]2)[c:5]2[n:6][cH:7][cH:8][cH:9][c:10]21. The reactants are CC(C)(C)OC(=O)N1CC(F)CC1C(=O)O, C1CCOC1, CCOC(=O)Cl, [NH4+], [OH-]. The product is CC(C)(C)OC(=O)N1CC(F)CC1C(N)=O. As a reaction SMILES: [C:1]([CH3:2])([CH3:3])([CH3:4])[O:5][C:6](=[O:7])[N:8]1[CH:9]([C:14](=[O:15])[OH:16])[CH2:10][CH:11]([F:13])[CH2:12]1.[CH2:25]1[O:26][CH2:27][CH2:28][CH2:29]1.[Cl:17][C:18]([O:19][CH2:20][CH3:21])=[O:22].[NH4+:23].[OH-:24]>>[C:1]([CH3:2])([CH3:3])([CH3:4])[O:5][C:6](=[O:7])[N:8]1[CH:9]([C:14](=[O:16])[NH2:23])[CH2:10][CH:11]([F:13])[CH2:12]1. Starting materials: CCOCC, CON(C)C(=O)c1cc(Cl)nc(Cl)c1, [Li]C. Yields the product CC(=O)c1cc(Cl)nc(Cl)c1. As a reaction SMILES: [CH2:17]([O:18][CH2:19][CH3:20])[CH3:21].[Cl:1][c:2]1[cH:3][c:4]([C:5](=[O:6])[N:7]([O:8][CH3:9])[CH3:10])[cH:11][c:12]([Cl:14])[n:13]1.[Li:15][CH3:16]>>[Cl:1][c:2]1[cH:3][c:4]([C:5](=[O:6])[CH3:16])[cH:11][c:12]([Cl:14])[n:13]1. Reactants: [Al+3], [H-], [H-], [H-], [H-], [Li+], [Na+], C1CCOC1, [OH-], O, ON=Cc1ccc(CCN2CCC(N3CCc4ccccc43)CC2)cc1. The product is NCc1ccc(CCN2CCC(N3CCc4ccccc43)CC2)cc1. As a reaction SMILES: [Al+3:28].[H-:27].[H-:30].[H-:31].[H-:32].[Li+:29].[Na+:35].[O:36]1[CH2:37][CH2:38][CH2:39][CH2:40]1.[OH-:34].[OH2:33].[OH:1][N:2]=[CH:3][c:4]1[cH:5][cH:6][c:7]([CH2:8][CH2:9][N:10]2[CH2:11][CH2:12][CH:13]([N:16]3[CH2:17][CH2:18][c:19]4[cH:20][cH:21][cH:22][cH:23][c:24]43)[CH2:14][CH2:15]2)[cH:25][cH:26]1>>[NH2:2][CH2:3][c:4]1[cH:5][cH:6][c:7]([CH2:8][CH2:9][N:10]2[CH2:11][CH2:12][CH:13]([N:16]3[CH2:17][CH2:18][c:19]4[cH:20][cH:21][cH:22][cH:23][c:24]43)[CH2:14][CH2:15]2)[cH:25][cH:26]1.